From a dataset of the Open Reaction Database (ORD), a public repository of structured organic reaction records. describe an organic reaction: reactants, conditions, products, and yield Starting materials: CO, CC(N)C(O)(c1ccccc1)c1ccccc1, O=Cc1cc([N+](=O)[O-])ccc1O. Yields the product CC(N=Cc1cc([N+](=O)[O-])ccc1O)C(O)(c1ccccc1)c1ccccc1. As a reaction SMILES: [CH3:30][OH:31].[NH2:1][CH:2]([C:3]([OH:4])([c:5]1[cH:6][cH:7][cH:8][cH:9][cH:10]1)[c:11]1[cH:12][cH:13][cH:14][cH:15][cH:16]1)[CH3:17].[OH:18][c:19]1[c:20]([CH:21]=[O:22])[cH:23][c:24]([N+:27](=[O:28])[O-:29])[cH:25][cH:26]1>>[N:1]([CH:2]([C:3]([OH:4])([c:5]1[cH:6][cH:7][cH:8][cH:9][cH:10]1)[c:11]1[cH:12][cH:13][cH:14][cH:15][cH:16]1)[CH3:17])=[CH:21][c:20]1[c:19]([OH:18])[cH:26][cH:25][c:24]([N+:27](=[O:28])[O-:29])[cH:23]1. Reactants: [Cl-], [Na+], CS(=O)(=O)OCC(O)C(Cc1ccccc1)N1C(=O)c2ccccc2C1=O, C1CCOC1, O=S(=O)(O)O. Product: O=C1c2ccccc2C(=O)N1C(Cc1ccccc1)C1CO1. Reaction SMILES: [Cl-:29].[Na+:28].[O:1]=[C:2]1[N:3]([CH:12]([CH:13]([CH2:14][O:15][S:16]([CH3:17])(=[O:18])=[O:19])[OH:20])[CH2:21][c:22]2[cH:23][cH:24][cH:25][cH:26][cH:27]2)[C:4](=[O:11])[c:5]2[cH:6][cH:7][cH:8][cH:9][c:10]21.[O:35]1[CH2:36][CH2:37][CH2:38][CH2:39]1.[S:30](=[O:31])(=[O:32])([OH:33])[OH:34]>>[O:1]=[C:2]1[N:3]([CH:12]([CH:13]2[CH2:14][O:20]2)[CH2:21][c:22]2[cH:23][cH:24][cH:25][cH:26][cH:27]2)[C:4](=[O:11])[c:5]2[cH:6][cH:7][cH:8][cH:9][c:10]21. Starting materials: [BH4-], CCOC(C)n1c(C(C)=O)nc(-c2ccc(F)cc2)c1-c1ccc(SC)cc1, [Cl-], Cl, [Na+], [Na+]. Yields the product CCOC(C)n1c(C(C)O)nc(-c2ccc(F)cc2)c1-c1ccc(SC)cc1. RXN SMILES: [BH4-:29].[CH2:1]([CH3:2])[O:3][CH:4]([CH3:5])[n:6]1[c:7]([C:26]([CH3:27])=[O:28])[n:8][c:9](-[c:19]2[cH:20][cH:21][c:22]([F:25])[cH:23][cH:24]2)[c:10]1-[c:11]1[cH:12][cH:13][c:14]([S:17][CH3:18])[cH:15][cH:16]1.[Cl-:33].[ClH:31].[Na+:30].[Na+:32]>>[CH2:1]([CH3:2])[O:3][CH:4]([CH3:5])[n:6]1[c:7]([CH:26]([CH3:27])[OH:28])[n:8][c:9](-[c:19]2[cH:20][cH:21][c:22]([F:25])[cH:23][cH:24]2)[c:10]1-[c:11]1[cH:12][cH:13][c:14]([S:17][CH3:18])[cH:15][cH:16]1. Reactants: CCO, Cl, [Na+], C1CCOC1, [OH-], O, CCOC(=O)C=Cc1cc(OCc2ccc(OCc3nc(-c4ccco4)oc3C)c(OC)c2)nn1-c1ccccc1. The product is COc1cc(COc2cc(C=CC(=O)O)n(-c3ccccc3)n2)ccc1OCc1nc(-c2ccco2)oc1C. Reaction SMILES: [CH3:51][CH2:52][OH:53].[ClH:49].[Na+:48].[O:42]1[CH2:43][CH2:44][CH2:45][CH2:46]1.[OH-:47].[OH2:50].[o:1]1[c:2](-[c:6]2[o:7][c:8]([CH3:41])[c:9]([CH2:11][O:12][c:13]3[c:14]([O:39][CH3:40])[cH:15][c:16]([CH2:17][O:18][c:19]4[n:20][n:21](-[c:31]5[cH:32][cH:33][cH:34][cH:35][cH:36]5)[c:22]([CH:24]=[CH:25][C:26](=[O:27])[O:28][CH2:29][CH3:30])[cH:23]4)[cH:37][cH:38]3)[n:10]2)[cH:3][cH:4][cH:5]1>>[o:1]1[c:2](-[c:6]2[o:7][c:8]([CH3:41])[c:9]([CH2:11][O:12][c:13]3[c:14]([O:39][CH3:40])[cH:15][c:16]([CH2:17][O:18][c:19]4[n:20][n:21](-[c:31]5[cH:32][cH:33][cH:34][cH:35][cH:36]5)[c:22]([CH:24]=[CH:25][C:26](=[O:27])[OH:28])[cH:23]4)[cH:37][cH:38]3)[n:10]2)[cH:3][cH:4][cH:5]1. Reactants: ClC(Cl)Cl, O=C(O)C(O)Cc1ccccc1, Oc1ccc(-c2c3ccccc3cc3sc4ccccc4c23)cc1. Product: O=C(O)C(Cc1ccccc1)Oc1ccc(-c2c3ccccc3cc3sc4ccccc4c23)cc1. As a reaction SMILES: [Cl:37][CH:38]([Cl:39])[Cl:40].[OH:25][CH:26]([C:27](=[O:28])[OH:29])[CH2:30][c:31]1[cH:32][cH:33][cH:34][cH:35][cH:36]1.[cH:1]1[cH:2][cH:3][cH:4][c:5]2[s:6][c:7]3[c:8]([c:9]12)[c:10](-[c:18]1[cH:19][cH:20][c:21]([OH:24])[cH:22][cH:23]1)[c:11]1[cH:12][cH:13][cH:14][cH:15][c:16]1[cH:17]3>>[cH:1]1[cH:2][cH:3][cH:4][c:5]2[s:6][c:7]3[c:8]([c:9]12)[c:10](-[c:18]1[cH:19][cH:20][c:21]([O:24][CH:26]([C:27](=[O:28])[OH:29])[CH2:30][c:31]2[cH:32][cH:33][cH:34][cH:35][cH:36]2)[cH:22][cH:23]1)[c:11]1[cH:12][cH:13][cH:14][cH:15][c:16]1[cH:17]3. Starting materials: C([O-])([O-])=O.[Cs+].[Cs+] (cesium carbonate), BrC1=CC(=C(C=C1)OC)F (4-bromo-2-fluoro-1-methoxybenzene), NC1=C(C(=O)NC2=CC=C(C=C2)F)C=CC=N1 (2-amino-N-(4-fluorophenyl)nicotinamide), O1CCOCC1 (dioxane). Reagents/catalysts: C=1C=CC(=CC1)/C=C/C(=O)/C=C/C2=CC=CC=C2.C=1C=CC(=CC1)/C=C/C(=O)/C=C/C2=CC=CC=C2.C=1C=CC(=CC1)/C=C/C(=O)/C=C/C2=CC=CC=C2.[Pd].[Pd] (Pd2dba3). Solvent: O (water). Reaction conditions: temperature 90 celsius. Product: FC=1C=C(C=CC1OC)NC1=C(C(=O)NC2=CC=C(C=C2)F)C=CC=N1 (2-(3-fluoro-4-methoxyphenylamino)-N-(4-fluorophenyl)nicotinamide). The yield is 98.0%. RXN SMILES: C(=O)([O-])[O-].[Cs+].[Cs+].Br[C:8]1[CH:13]=[CH:12][C:11]([O:14][CH3:15])=[C:10]([F:16])[CH:9]=1.[NH2:17][C:18]1[N:33]=[CH:32][CH:31]=[CH:30][C:19]=1[C:20]([NH:22][C:23]1[CH:28]=[CH:27][C:26]([F:29])=[CH:25][CH:24]=1)=[O:21].O1CCOCC1>O.C1C=CC(/C=C/C(/C=C/C2C=CC=CC=2)=O)=CC=1.C1C=CC(/C=C/C(/C=C/C2C=CC=CC=2)=O)=CC=1.C1C=CC(/C=C/C(/C=C/C2C=CC=CC=2)=O)=CC=1.[Pd].[Pd]>[F:16][C:10]1[CH:9]=[C:8]([NH:17][C:18]2[N:33]=[CH:32][CH:31]=[CH:30][C:19]=2[C:20]([NH:22][C:23]2[CH:24]=[CH:25][C:26]([F:29])=[CH:27][CH:28]=2)=[O:21])[CH:13]=[CH:12][C:11]=1[O:14][CH3:15] |f:0.1.2,7.8.9.10.11|. Procedure: A 1 L round-bottomed flask was charged with cesium carbonate (11.1 g, 34.1 mmol), 4-bromo-2-fluoro-1-methoxybenzene (5.00 g, 24.4 mmol), 2-amino-N-(4-fluorophenyl)nicotinamide (7.61 g, 32.9 mmol), and dioxane (250 mL). The reaction mixture was degassed with nitrogen for 10 minutes, and Xanphos (0.564 g, 0.975 mmol) and Pd2dba3 (0.670 g, 0.732 mmol) were added. The reaction mixture was heated at 90° C. for 48 hours. The reaction mixture was cooled to ambient temperature and diluted with water. Th...